From a dataset of the Open Reaction Database (ORD), a public repository of structured organic reaction records. describe an organic reaction: reactants, conditions, products, and yield The reactants are C1CCOC1, CCOC(=O)c1c(F)ccc([N+](=O)[O-])c1N, OCC(F)(F)F, [H-], [Na+]. Yields the product CCOC(=O)c1c(OCC(F)(F)F)ccc([N+](=O)[O-])c1N. As a reaction SMILES: [CH2:25]1[O:26][CH2:27][CH2:28][CH2:29]1.[CH2:9]([CH3:10])[O:11][C:12]([c:13]1[c:14]([NH2:23])[c:15]([N+:20](=[O:21])[O-:22])[cH:16][cH:17][c:18]1[F:19])=[O:24].[F:3][C:4]([CH2:5][OH:6])([F:7])[F:8].[H-:2].[Na+:1]>>[F:3][C:4]([CH2:5][O:6][c:18]1[c:13]([C:12]([O:11][CH2:9][CH3:10])=[O:24])[c:14]([NH2:23])[c:15]([N+:20](=[O:21])[O-:22])[cH:16][cH:17]1)([F:7])[F:8].